The task is: describe an organic reaction: reactants, conditions, products, and yield. This data is from the Open Reaction Database (ORD), a public repository of structured organic reaction records. Starting materials: FC1=C(C#N)C=C(C(=C1)F)[N+](=O)[O-] (2,4-difluoro-5-nitrobenzonitrile), [OH-].[NH4+] (ammonium hydroxide). Reaction conditions: time 90 minute. Yields the product NC1=CC(=C(C#N)C=C1[N+](=O)[O-])F (4-Amino-2-fluoro-5-nitrobenzonitrile). Isolated yield 96.0%. As a reaction SMILES: [F:1][C:2]1[CH:9]=[C:8](F)[C:7]([N+:11]([O-:13])=[O:12])=[CH:6][C:3]=1[C:4]#[N:5].[OH-].[NH4+:15]>>[NH2:15][C:8]1[C:7]([N+:11]([O-:13])=[O:12])=[CH:6][C:3]([C:4]#[N:5])=[C:2]([F:1])[CH:9]=1 |f:1.2|. Procedure: 20 g (108 mmol) of 2,4-difluoro-5-nitrobenzonitrile was added to 200 ml of 25% ammonium hydroxide and the mixture was stirred for 90 min. at room temperature. The yellow precipitate was isolated by filtration and washed with water and a small amount of cold ethanol to give 18.8 g (96%) of the title compound. M.p. 197°-199° C. The reactants are NC(C(O)C)C (2-amino-methylpropanol), FC1=CC=C(C(=O)Cl)C=C1 (4-fluorobenzoyl chloride), C(Cl)Cl (methylene chloride), C(Cl)Cl (methylene chloride), O=S(Cl)Cl (SOCl2), O (water). The solvent is C(C)OCC (diethyl ether). Reaction conditions: time 3 hour. The product is FC1=CC=C(C=C1)C=1OCC(N1)(C)C (2-(4-Fluorophenyl)-4,4-dimethyl-4,5-dihydro-oxazole). RXN SMILES: [NH2:1][CH:2]([CH3:6])[CH:3](C)[OH:4].[F:7][C:8]1[CH:16]=[CH:15][C:11]([C:12](Cl)=O)=[CH:10][CH:9]=1.O.O=S(Cl)Cl.[CH2:22](Cl)Cl>C(OCC)C>[F:7][C:8]1[CH:16]=[CH:15][C:11]([C:12]2[O:4][CH2:3][C:2]([CH3:6])([CH3:22])[N:1]=2)=[CH:10][CH:9]=1. Reported procedure: To a stirred solution of 2-amino-methylpropanol (0.378 mol, 33.64 gm) in 300 ml of methylene chloride at about 0° C. was added a solution of 4-fluorobenzoyl chloride (0.189 mol, 22.35 mL) in 100 mL of methylene chloride over about 0.5 hr. The mixture was allowed to warm to room temperature and stirred for about 3 hrs. The mixture was then poured into water and the layers were separated. The organic phase was washed with two portions of 10% HCl, one portion of saturated sodium chloride solution a...